describe an organic reaction: reactants, conditions, products, and yield From a dataset of the Open Reaction Database (ORD), a public repository of structured organic reaction records. Reactants: COC=1C=C(C(=O)Cl)C=C(C1OC)OC (3,4,5-trimethoxybenzoyl chloride), C(C1=CC=C(C=C1)OC)(=O)[C@@]([C@@](C(=O)O)(O)C(C1=CC=C(C=C1)OC)=O)(O)C(=O)O.ClC=1C=C(C=CC1Cl)[C@@]1(CNCC1)CCO ((S)-3-(3,4-dichlorophenyl)-3-(2-hydroxyethyl)pyrrolidine (R,R)-di-p-anisoyltartaric acid salt), [OH-].[Na+] (sodium hydroxide), C([O-])(O)=O.[Na+] (sodium bicarbonate). The solvent is CC(=O)C (acetone), O (water). Run at temperature 0 celsius, time 3 hour. Yields the product COC=1C=C(C(=O)N2C[C@@](CC2)(CCO)C2=CC(=C(C=C2)Cl)Cl)C=C(C1OC)OC ((S)-(+)-1-(3,4,5-trimethoxybenzoyl)-3-(3,4-dichlorophenyl)-3-(2-hydroxyethyl)pyrrolidine). Reaction SMILES: C([C@](C(O)=O)(O)[C@](C(=O)C1C=CC(OC)=CC=1)(O)C(O)=O)(=O)C1C=CC(OC)=CC=1.[Cl:31][C:32]1[CH:33]=[C:34]([C@@:39]2([CH2:44][CH2:45][OH:46])[CH2:43][CH2:42][NH:41][CH2:40]2)[CH:35]=[CH:36][C:37]=1[Cl:38].[OH-].[Na+].C(=O)(O)[O-].[Na+].[CH3:54][O:55][C:56]1[CH:57]=[C:58]([CH:62]=[C:63]([O:67][CH3:68])[C:64]=1[O:65][CH3:66])[C:59](Cl)=[O:60]>CC(C)=O.O>[CH3:68][O:67][C:63]1[CH:62]=[C:58]([CH:57]=[C:56]([O:55][CH3:54])[C:64]=1[O:65][CH3:66])[C:59]([N:41]1[CH2:42][CH2:43][C@@:39]([C:34]2[CH:35]=[CH:36][C:37]([Cl:38])=[C:32]([Cl:31])[CH:33]=2)([CH2:44][CH2:45][OH:46])[CH2:40]1)=[O:60] |f:0.1,2.3,4.5|. Procedure: Combine (S)-3-(3,4-dichlorophenyl)-3-(2-hydroxyethyl)pyrrolidine (R,R)-di-p-anisoyltartaric acid salt (6.0 g, 8.84 mmol) acetone (40 mL), water (40 mL), sodium hydroxide (0.335 g, 8.87 mmol), and sodium bicarbonate (3.73 g, 8.87 mmol). Cool to about 0° C. Add a solution of 3,4,5-trimethoxybenzoyl chloride (2,2 g, 9.7 mmol) in acetone (12 mL) over about 15 minutes. After 3 hours, partition the reaction mixture between ethyl acetate and brine. Extract the organic layer with 1 M sodium hydroxide so... The reactants are Cl.ClC1=C(C(=O)NNC2=CC=C(C=C2)N)C=CC=C1 (1-(Chlorobenzoyl)-2-(4-aminophenyl)hydrazine hydrochloride), C(C)O (ethanol), C1(=CC=CC=C1)N=C=S (Phenyl isothiocyanate), C(C)(=O)[O-].[Na+] (sodium acetate). The solvent is O (water), O (water). Product: ClC1=CC=C(C(=O)NNC2=CC=C(C=C2)NC(=S)NC2=CC=CC=C2)C=C1 (1-{4-[2-(4-Chlorobenzoyl)hydrazino]phenyl}-3-phenylthiourea). As a reaction SMILES: [ClH:1].Cl[C:3]1[CH:19]=[CH:18][CH:17]=[CH:16][C:4]=1[C:5]([NH:7][NH:8][C:9]1[CH:14]=[CH:13][C:12]([NH2:15])=[CH:11][CH:10]=1)=[O:6].C(O)C.[C:23]1([N:29]=[C:30]=[S:31])[CH:28]=[CH:27][CH:26]=[CH:25][CH:24]=1.C([O-])(=O)C.[Na+]>O>[Cl:1][C:18]1[CH:17]=[CH:16][C:4]([C:5]([NH:7][NH:8][C:9]2[CH:14]=[CH:13][C:12]([NH:15][C:30]([NH:29][C:23]3[CH:28]=[CH:27][CH:26]=[CH:25][CH:24]=3)=[S:31])=[CH:11][CH:10]=2)=[O:6])=[CH:3][CH:19]=1 |f:0.1,4.5|. Procedure: 1-(Chlorobenzoyl)-2-(4-aminophenyl)hydrazine hydrochloride (2.0 g, 0.0067 mole) was mixed with ethanol (125 ml) and water (25 ml). Phenyl isothiocyanate (1.1 g, 0.01 mole) was added to the mixture along with sodium acetate (0.82 g, 0.01 mole) in water (10 ml). The reaction mixture was stirred and refluxed for 5 minutes, then was stirred at room temperature for one and one half hours. The mixture was chilled in ice and then filtered. The product was washed with ethanol and dried to give an off-wh... Reactants: N12CCCN=CC2CCCC1 (1,5-diazabicyclo [5.4.0]undec-5-ene), C(C)(=O)O (acetic acid), C[Si](C)(C)C(C(=O)N)[Si](C)(C)C (bis-trimethylsilyl-acetamide), C1(=CC=CC=C1)C(C1=CC=CC=C1)OC(\C(=C(\C)/O)\N1C(C(C1SS(=O)(=O)C1=CC=C(C=C1)C)NC(COC1=CC=CC=C1)=O)=O)=O (2-[4-(p-toluenesulphonylthio)-3-phenoxyacetamido-2-oxoazetidin-1-yl]-3-hydroxy-crotonic acid diphenylmethyl ester). Run in COCCOC (1,2-dimethoxyethane), C(Cl)Cl (methylene chloride). Run at time 1 hour. The product is C1(=CC=CC=C1)C(C1=CC=CC=C1)OC(=O)C1=C(CS[C@H]2N1C([C@H]2NC(COC2=CC=CC=C2)=O)=O)O (7β-phenoxyacetamido-3-hydroxy-ceph-3-em-4-carboxylic acid diphenylmethyl ester). RXN SMILES: C[Si](C([Si](C)(C)C)C(N)=O)(C)C.[C:13]1([CH:19]([O:26][C:27](=[O:59])/[C:28](/[N:32]2[CH:35]([S:36]S(C3C=CC(C)=CC=3)(=O)=O)[CH:34]([NH:47][C:48](=[O:57])[CH2:49][O:50][C:51]3[CH:56]=[CH:55][CH:54]=[CH:53][CH:52]=3)[C:33]2=[O:58])=[C:29](\[OH:31])/[CH3:30])[C:20]2[CH:25]=[CH:24][CH:23]=[CH:22][CH:21]=2)[CH:18]=[CH:17][CH:16]=[CH:15][CH:14]=1.N12CCCCC1C=NCCC2.C(O)(=O)C>COCCOC.C(Cl)Cl>[C:13]1([CH:19]([O:26][C:27]([C:28]2[N:32]3[C:33](=[O:58])[C@@H:34]([NH:47][C:48](=[O:57])[CH2:49][O:50][C:51]4[CH:52]=[CH:53][CH:54]=[CH:55][CH:56]=4)[C@H:35]3[S:36][CH2:30][C:29]=2[OH:31])=[O:59])[C:20]2[CH:21]=[CH:22][CH:23]=[CH:24][CH:25]=2)[CH:14]=[CH:15][CH:16]=[CH:17][CH:18]=1. Procedure details: 0.12 ml of bis-trimethylsilyl-acetamide (0.508 mmol) is added to a solution of 301 mg (0.462 mmol) of 2-[4-(p-toluenesulphonylthio)-3-phenoxyacetamido-2-oxoazetidin-1-yl]-3-hydroxy-crotonic acid diphenylmethyl ester in 3 ml of 1,2-dimethoxyethane under a nitrogen atmosphere, and the mixture is stirred for one hour at room temperature. The solution is completely concentrated by evaporation and the oily residue is dried for one hour under a high vacuum. The silylated crude product is taken up in 3... Reactants: [OH-].[Li+] (lithium hydroxide), COC(C1=C(C=CC(=C1)C1=C(N=NC(=C1)OC1CCN(CC1)C)CCCC)OC1CCCCC1)=O (5-[3-butyl-6-(1-methyl-piperidin-4-yloxy)-pyridazin-4-yl]-2-cyclohexyloxy-benzoic acid methyl ester), Cl (HCl). Run in C1CCOC1 (THF), CO (MeOH). Run at time 8 hour. The product is C(CCC)C=1N=NC(=CC1C=1C=CC(=C(C(=O)O)C1)OC1CCCCC1)OC1CCN(CC1)C (5-[3-butyl-6-(1-methyl-piperidin-4-yloxy)-pyridazin-4-yl]-2-cyclohexyloxy-benzoic acid). Reaction SMILES: [OH-].[Li+].C[O:4][C:5](=[O:37])[C:6]1[CH:11]=[C:10]([C:12]2[CH:17]=[C:16]([O:18][CH:19]3[CH2:24][CH2:23][N:22]([CH3:25])[CH2:21][CH2:20]3)[N:15]=[N:14][C:13]=2[CH2:26][CH2:27][CH2:28][CH3:29])[CH:9]=[CH:8][C:7]=1[O:30][CH:31]1[CH2:36][CH2:35][CH2:34][CH2:33][CH2:32]1.Cl>C1COCC1.CO>[CH2:26]([C:13]1[N:14]=[N:15][C:16]([O:18][CH:19]2[CH2:24][CH2:23][N:22]([CH3:25])[CH2:21][CH2:20]2)=[CH:17][C:12]=1[C:10]1[CH:9]=[CH:8][C:7]([O:30][CH:31]2[CH2:36][CH2:35][CH2:34][CH2:33][CH2:32]2)=[C:6]([CH:11]=1)[C:5]([OH:37])=[O:4])[CH2:27][CH2:28][CH3:29] |f:0.1|. Reported procedure: 2 N aq. lithium hydroxide solution (2.5 mmol, 1.25 mL) was added to a solution of 5-[3-butyl-6-(1-methyl-piperidin-4-yloxy)-pyridazin-4-yl]-2-cyclohexyloxy-benzoic acid methyl ester (Example 71, 0.615 mmol, 296 mg) in THF (5 mL) and MeOH (1.25 mL). It was stirred overnight. Aq. HCl solution was added to adjust pH to neutral. The reaction mixture was partitioned between DCM (20 mL) and water (20 mL). The DCM layer was separated and dried over sodium sulfate. The organic solvents were removed in v... Starting materials: OCc1cc(OCc2ccccc2)nn1-c1ccccc1, C1CCOC1. The product is O=Cc1cc(OCc2ccccc2)nn1-c1ccccc1. As a reaction SMILES: [CH2:1]([c:2]1[cH:3][cH:4][cH:5][cH:6][cH:7]1)[O:8][c:9]1[n:10][n:11](-[c:16]2[cH:17][cH:18][cH:19][cH:20][cH:21]2)[c:12]([CH2:14][OH:15])[cH:13]1.[O:22]1[CH2:23][CH2:24][CH2:25][CH2:26]1>>[CH2:1]([c:2]1[cH:3][cH:4][cH:5][cH:6][cH:7]1)[O:8][c:9]1[n:10][n:11](-[c:16]2[cH:17][cH:18][cH:19][cH:20][cH:21]2)[c:12]([CH:14]=[O:15])[cH:13]1.